Dataset: the Open Reaction Database (ORD), a public repository of structured organic reaction records. Task: describe an organic reaction: reactants, conditions, products, and yield Reactants: C(CC)NCCC (di-n-propylamine), C([O-])([O-])=O.[K+].[K+] (potassium carbonate), FC1=C(C=O)C=C(C=C1)[N+](=O)[O-] (2-Fluoro-5-nitrobenzaldehyde). Run in CN(C=O)C (N,N-dimethylformamide). Conditions: temperature 25 celsius, time 1 hour. The product is C(CC)N(CCC)C1=C(C=O)C=C(C=C1)[N+](=O)[O-] (2-(N,N-di-n-propylamino)-5-nitrobenzaldehyde). Isolated yield 69.9%. As a reaction SMILES: F[C:2]1[CH:9]=[CH:8][C:7]([N+:10]([O-:12])=[O:11])=[CH:6][C:3]=1[CH:4]=[O:5].[CH2:13]([NH:16][CH2:17][CH2:18][CH3:19])[CH2:14][CH3:15].C(=O)([O-])[O-].[K+].[K+]>CN(C)C=O>[CH2:13]([N:16]([C:2]1[CH:9]=[CH:8][C:7]([N+:10]([O-:12])=[O:11])=[CH:6][C:3]=1[CH:4]=[O:5])[CH2:17][CH2:18][CH3:19])[CH2:14][CH3:15] |f:2.3.4|. Procedure details: 2-Fluoro-5-nitrobenzaldehyde (48 mg, 0.28 mmol) was dissolved in N,N-dimethylformamide (2.4 mL), and di-n-propylamine (0.15 mL, 1.1 mmol) and potassium carbonate (0.16 g, 1.1 mmol) were added thereto, followed by stirring at 25° C. for 1 hour. After the conventional post-reaction treatment, the residue was purified by silica gel chromatography(eluted with chloroform), to obtain 2-(N,N-di-n-propylamino)-5-nitrobenzaldehyde (49 mg, 69%). Reactants: NC1=NC2=CC=C(C=C2C(=N1)C(=O)N1CC2=CC=CC=C2C1)C1C(CCC1)C(=O)O (2-[2-amino-4-(isoindoline-2-carbonyl)quinazolin-6-yl]cyclopentanecarboxylic acid), C(C)N (ethylamine). Product: NC1=NC2=CC=C(C=C2C(=N1)C(=O)N1CC2=CC=CC=C2C1)C1(CCCC1)C(=O)NCC (1-[2-Amino-4-(isoindoline-2-carbonyl)quinazolin-6-yl]-N-ethylcyclopentanecarboxamide). As a reaction SMILES: [NH2:1][C:2]1[N:11]=[C:10]([C:12]([N:14]2[CH2:22][C:21]3[C:16](=[CH:17][CH:18]=[CH:19][CH:20]=3)[CH2:15]2)=[O:13])[C:9]2C(=C[CH:6]=[C:7]([CH:23]3[CH2:27][CH2:26][CH2:25][CH:24]3C(O)=O)[CH:8]=2)N=1.[CH2:31]([NH2:33])[CH3:32]>>[NH2:1][C:2]1[N:11]=[C:10]([C:12]([N:14]2[CH2:22][C:21]3[C:16](=[CH:17][CH:18]=[CH:19][CH:20]=3)[CH2:15]2)=[O:13])[C:9]2[C:31](=[CH:32][CH:6]=[C:7]([C:23]3([C:12]([NH:14][CH2:15][CH3:16])=[O:13])[CH2:27][CH2:26][CH2:25][CH2:24]3)[CH:8]=2)[N:33]=1. Reported procedure: (Preparation by reaction of 2-[2-amino-4-(isoindoline-2-carbonyl)quinazolin-6-yl]cyclopentanecarboxylic acid [“A68”] with ethylamine); The reactants are Cl.Cl.O1C(COC2=C1C=CC=C2)CCN2CCN(CC2)CC(=O)NC2=C(C=CC=C2C)C (1-[2-(1,4-benzodioxan-2-yl)ethyl]-4-[(2,6-dimethylphenyl)aminocarbonylmethyl]piperazine dihydrochloride salt), [OH-].[NH4+] (ammonium hydroxide). The solvent is O (water). The product is O1C(COC2=C1C=CC=C2)C(CN2CCN(CC2)CC(=O)NC2=C(C=CC=C2C)C)O (1-[2-(1,4-benzodioxan-2-yl)-2-hydroxyethyl]-4-[(2,6-dimethylphenyl)aminocarbonylmethyl]piperazine). As a reaction SMILES: Cl.Cl.[O:3]1[C:8]2[CH:9]=[CH:10][CH:11]=[CH:12][C:7]=2[O:6][CH2:5][CH:4]1[CH2:13][CH2:14][N:15]1[CH2:20][CH2:19][N:18]([CH2:21][C:22]([NH:24][C:25]2[C:30]([CH3:31])=[CH:29][CH:28]=[CH:27][C:26]=2[CH3:32])=[O:23])[CH2:17][CH2:16]1.[OH-:33].[NH4+]>O>[O:3]1[C:8]2[CH:9]=[CH:10][CH:11]=[CH:12][C:7]=2[O:6][CH2:5][CH:4]1[CH:13]([OH:33])[CH2:14][N:15]1[CH2:16][CH2:17][N:18]([CH2:21][C:22]([NH:24][C:25]2[C:30]([CH3:31])=[CH:29][CH:28]=[CH:27][C:26]=2[CH3:32])=[O:23])[CH2:19][CH2:20]1 |f:0.1.2,3.4|. Procedure: A solution of 3.5 g of 1-[2-(1,4-benzodioxan-2-yl)ethyl]-4-[(2,6-dimethylphenyl)aminocarbonylmethyl]piperazine dihydrochloride salt in water (50 ml) is adjusted to pH 12 with ammonium hydroxide solution and extracted with methylene chloride. The methylene chloride is evaporated to afford 3 g of 1-[2-(1,4-benzodioxan-2-yl)-2-hydroxyethyl]-4-[(2,6-dimethylphenyl)aminocarbonylmethyl]piperazine as the free base. Starting materials: C=Cc1cc(-c2c(CCCCC(=O)O)c(C)nn3c(CC)ccc23)ccn1, CO, [H][H]. Yields the product CCc1cc(-c2c(CCCCC(=O)O)c(C)nn3c(CC)ccc23)ccn1. As a reaction SMILES: [CH2:1]([CH3:2])[c:3]1[cH:4][cH:5][c:6]2[n:7]1[n:8][c:9]([CH3:27])[c:10]([CH2:20][CH2:21][CH2:22][CH2:23][C:24](=[O:25])[OH:26])[c:11]2-[c:12]1[cH:13][c:14]([CH:18]=[CH2:19])[n:15][cH:16][cH:17]1.[CH3:30][OH:31].[H:28][H:29]>>[CH2:1]([CH3:2])[c:3]1[cH:4][cH:5][c:6]2[n:7]1[n:8][c:9]([CH3:27])[c:10]([CH2:20][CH2:21][CH2:22][CH2:23][C:24](=[O:25])[OH:26])[c:11]2-[c:12]1[cH:13][c:14]([CH2:18][CH3:19])[n:15][cH:16][cH:17]1. Reactants: Cc1cc(C(=O)N2Cc3ccc(C(=O)O)n3Cc3ccccc32)ccc1-c1ccccc1C(F)(F)F, CCN=C=NCCCN(C)C, CN(C)C=O, CCOC(C)=O, CCN(C(C)C)C(C)C, Cl, OCCNCCO, On1nnc2ccccc21. The product is Cc1cc(C(=O)N2Cc3ccc(C(=O)N(CCO)CCO)n3Cc3ccccc32)ccc1-c1ccccc1C(F)(F)F. RXN SMILES: [CH3:1][c:2]1[c:3](-[c:27]2[c:28]([C:33]([F:34])([F:35])[F:36])[cH:29][cH:30][cH:31][cH:32]2)[cH:4][cH:5][c:6]([C:8](=[O:9])[N:10]2[CH2:11][c:12]3[n:13]([c:21]([C:24](=[O:25])[OH:26])[cH:22][cH:23]3)[CH2:14][c:15]3[c:16]2[cH:17][cH:18][cH:19][cH:20]3)[cH:7]1.[CH3:55][N:56]([CH3:57])[CH2:58][CH2:59][CH2:60][N:61]=[C:62]=[N:63][CH2:64][CH3:65].[CH3:75][N:76]([CH3:77])[CH:78]=[O:79].[CH3:80][CH2:81][O:82][C:83](=[O:84])[CH3:85].[CH:66]([N:67]([CH2:68][CH3:69])[CH:70]([CH3:71])[CH3:72])([CH3:73])[CH3:74].[ClH:54].[OH:37][CH2:38][CH2:39][NH:40][CH2:41][CH2:42][OH:43].[OH:44][n:45]1[c:46]2[cH:47][cH:48][cH:49][cH:50][c:51]2[n:52][n:53]1>>[CH3:1][c:2]1[c:3](-[c:27]2[c:28]([C:33]([F:34])([F:35])[F:36])[cH:29][cH:30][cH:31][cH:32]2)[cH:4][cH:5][c:6]([C:8](=[O:9])[N:10]2[CH2:11][c:12]3[n:13]([c:21]([C:24](=[O:25])[N:40]([CH2:39][CH2:38][OH:37])[CH2:41][CH2:42][OH:43])[cH:22][cH:23]3)[CH2:14][c:15]3[c:16]2[cH:17][cH:18][cH:19][cH:20]3)[cH:7]1.